This data is from the Open Reaction Database (ORD), a public repository of structured organic reaction records. The task is: describe an organic reaction: reactants, conditions, products, and yield The reactants are COC=1C2=CC=CC=C2N=C2C=CC=CC12 (9-methoxyacridine), Br.N(N)C=1SCCN1 (2-hydrazino-2-thiazoline hydrobromide). Solvent: C(C)O (ethanol), C(C)O (ethanol). Product: S1C(NCC1)=NN=C1C2=CC=CC=C2NC=2C=CC=CC12 (9-acridanone (2-thiazolidinylidene)hydrazone). Reaction SMILES: CO[C:3]1[C:4]2[C:9]([N:10]=[C:11]3[C:16]=1[CH:15]=[CH:14][CH:13]=[CH:12]3)=[CH:8][CH:7]=[CH:6][CH:5]=2.Br.[NH:18]([C:20]1[S:21][CH2:22][CH2:23][N:24]=1)[NH2:19]>C(O)C>[S:21]1[CH2:22][CH2:23][NH:24][C:20]1=[N:18][N:19]=[C:3]1[C:4]2[CH:5]=[CH:6][CH:7]=[CH:8][C:9]=2[NH:10][C:11]2[C:16]1=[CH:15][CH:14]=[CH:13][CH:12]=2 |f:1.2|. Procedure details: 2.09 g of 9-methoxyacridine are dissolved in 50 ml of dry ethanol, treated with a solution of 1.98 g of 2-hydrazino-2-thiazoline hydrobromide in 50 ml of dry ethanol, heated to boiling under reflux for 1 hour and the solvent is removed in vacuo. The residue is treated with aqueous ammonia (1:5) and extracted with ethyl acetate. After drying the extract over sodium sulfate and evaporation, the material obtained is crystallized by the addition of pentane. There is obtained 9-acridanone (2-thiazoli... Reactants: IC=1C=C(C=CC1OC(C)C)C=1SC(=NN1)C1=C(C=C(C=C1)Br)C (2-(3-Iodo-4-isopropyloxyphenyl)-5-(4-bromo-2-methyphenyl)-1,3,4-thiadiazole), CN(C)C=O (DMF). The reagents and catalysts are [C-]#N.[Zn+2].[C-]#N (zinc cyanide), C=1C=CC(=CC1)/C=C/C(=O)/C=C/C2=CC=CC=C2.C=1C=CC(=CC1)/C=C/C(=O)/C=C/C2=CC=CC=C2.C=1C=CC(=CC1)/C=C/C(=O)/C=C/C2=CC=CC=C2.[Pd].[Pd] (tris(dibenzylideneacetone)-dipalladium(0)), C1(=CC=CC=C1)P([C-]1C=CC=C1)C1=CC=CC=C1.[C-]1(C=CC=C1)P(C1=CC=CC=C1)C1=CC=CC=C1.[Fe+2] (1,1′-bis(diphenylphosphino)-ferrocene). Reaction conditions: temperature 120 celsius. Yields the product C(#N)C=1C=C(C=CC1OC(C)C)C=1SC(=NN1)C1=C(C=C(C=C1)Br)C (2-(3-Cyano-4-isopropyloxyphenyl)-5-(4-bromo-2-methyphenyl)-1,3,4-thiadiazole). RXN SMILES: I[C:2]1[CH:3]=[C:4]([C:12]2[S:13][C:14]([C:17]3[CH:22]=[CH:21][C:20]([Br:23])=[CH:19][C:18]=3[CH3:24])=[N:15][N:16]=2)[CH:5]=[CH:6][C:7]=1[O:8][CH:9]([CH3:11])[CH3:10].[CH3:25][N:26](C=O)C>[C-]#N.[Zn+2].[C-]#N.C1C=CC(/C=C/C(/C=C/C2C=CC=CC=2)=O)=CC=1.C1C=CC(/C=C/C(/C=C/C2C=CC=CC=2)=O)=CC=1.C1C=CC(/C=C/C(/C=C/C2C=CC=CC=2)=O)=CC=1.[Pd].[Pd].C1(P(C2C=CC=CC=2)[C-]2C=CC=C2)C=CC=CC=1.[C-]1(P(C2C=CC=CC=2)C2C=CC=CC=2)C=CC=C1.[Fe+2]>[C:25]([C:2]1[CH:3]=[C:4]([C:12]2[S:13][C:14]([C:17]3[CH:22]=[CH:21][C:20]([Br:23])=[CH:19][C:18]=3[CH3:24])=[N:15][N:16]=2)[CH:5]=[CH:6][C:7]=1[O:8][CH:9]([CH3:11])[CH3:10])#[N:26] |f:2.3.4,5.6.7.8.9,10.11.12|. Procedure: 2-(3-Iodo-4-isopropyloxyphenyl)-5-(4-bromo-2-methyphenyl)-1,3,4-thiadiazole (0.78 mmol; 0.4 g, from Step A), zinc cyanide (0.47 mmol, 0.55 g), tris(dibenzylideneacetone)-dipalladium(0) (0.039 mmol, 0.036 g) and 1,1′-bis(diphenylphosphino)-ferrocene (0.094 mmol, 0.052 g) were dissolved in DMF (5 mL) and heated at 120° C. for 3 h. The reaction was concentrated in vacuo. Silica gel chromatography eluting with 10% EtOAc/hexanes yielded 0.25 g of the desired product. ESI-MS (m/z) 416.1; HPLC A: 4.22 ...